From a dataset of the Open Reaction Database (ORD), a public repository of structured organic reaction records. describe an organic reaction: reactants, conditions, products, and yield Reactants: BrCCCCCCOC=1C=CC2=C(C(OC(N2)=O)(C)C)C1 (6-(6-bromohexyloxy)-4,4-dimethyl-4H-3,1-benzoxazin-2-one), ClC=1C=C(C=CC1Cl)S (3,4-dichlorothiophenol). Product: ClC=1C=C(C=CC1Cl)SCCCCCCOC=1C=CC2=C(C(OC(N2)=O)(C)C)C1 (6-[6-(3,4-Dichloro-phenylmercapto)-hexyloxy]-4,4-dimethyl-4H-3,1-benzoxazin-2-one). As a reaction SMILES: Br[CH2:2][CH2:3][CH2:4][CH2:5][CH2:6][CH2:7][O:8][C:9]1[CH:10]=[CH:11][C:12]2[NH:17][C:16](=[O:18])[O:15][C:14]([CH3:20])([CH3:19])[C:13]=2[CH:21]=1.[Cl:22][C:23]1[CH:24]=[C:25]([SH:30])[CH:26]=[CH:27][C:28]=1[Cl:29]>>[Cl:22][C:23]1[CH:24]=[C:25]([S:30][CH2:2][CH2:3][CH2:4][CH2:5][CH2:6][CH2:7][O:8][C:9]2[CH:10]=[CH:11][C:12]3[NH:17][C:16](=[O:18])[O:15][C:14]([CH3:20])([CH3:19])[C:13]=3[CH:21]=2)[CH:26]=[CH:27][C:28]=1[Cl:29]. Procedure: Prepared analogously to Example 1 from 6-(6-bromohexyloxy)-4,4-dimethyl-4H-3,1-benzoxazin-2-one and 3,4-dichlorothiophenol. Starting materials: C(CC(O)(C(=O)O)CC(=O)O)(=O)O (citric acid), N,N′-carboxydiimidazole, CC1=NC(=NO1)C1=CC=C(C=N1)OC=1C=CC(=C(C(=O)O)C1)[N+](=O)[O-] (5-{[6-(5-methyl-1,2,4-oxadiazol-3-yl)pyridin-3-yl]oxy}-2-nitrobenzoic acid), solution, [BH4-].[Na+] (sodium borohydride). The solvent is O1CCCC1 (tetrahydrofuran). Run at time 30 minute. The product is CC1=NC(=NO1)C1=CC=C(C=N1)OC=1C=CC(=C(C1)CO)[N+](=O)[O-] ((5-{[6-(5-methyl-1,2,4-oxadiazol-3-yl)pyridin-3-yl]oxy}-2-nitrophenyl)methanol). The yield is 95.9%. RXN SMILES: [CH3:1][C:2]1[O:6][N:5]=[C:4]([C:7]2[N:12]=[CH:11][C:10]([O:13][C:14]3[CH:15]=[CH:16][C:17]([N+:23]([O-:25])=[O:24])=[C:18]([CH:22]=3)[C:19](O)=[O:20])=[CH:9][CH:8]=2)[N:3]=1.[BH4-].[Na+].C(O)(=O)CC(CC(O)=O)(C(O)=O)O>O1CCCC1>[CH3:1][C:2]1[O:6][N:5]=[C:4]([C:7]2[N:12]=[CH:11][C:10]([O:13][C:14]3[CH:15]=[CH:16][C:17]([N+:23]([O-:25])=[O:24])=[C:18]([CH2:19][OH:20])[CH:22]=3)=[CH:9][CH:8]=2)[N:3]=1 |f:1.2|. Reported procedure: 282 mg of N,N′-carboxydiimidazole was added to a tetrahydrofuran (5 ml) solution of 399 mg of the above carboxylic acid, and stirred at room temperature for 30 minutes. With cooling with ice, the above reaction liquid was added to an aqueous 5 ml solution of 219 mg of sodium borohydride, and stirred for 20 minutes. This was neutralized with aqueous 10% citric acid solution added thereto, then extracted with ethyl acetate, the organic layer was dried, and the solvent was evaporated away under red... Starting materials: [BH4-], C[Si](C)(C)CCOCn1ccnc1C=O, CO, [Cl-], [Na+], [Na+]. Yields the product C[Si](C)(C)CCOCn1ccnc1CO. Reaction SMILES: [BH4-:16].[CH3:1][Si:2]([CH2:3][CH2:4][O:5][CH2:6][n:7]1[c:8]([CH:12]=[O:13])[n:9][cH:10][cH:11]1)([CH3:14])[CH3:15].[CH3:20][OH:21].[Cl-:19].[Na+:17].[Na+:18]>>[CH3:1][Si:2]([CH2:3][CH2:4][O:5][CH2:6][n:7]1[c:8]([CH2:12][OH:13])[n:9][cH:10][cH:11]1)([CH3:14])[CH3:15]. Starting materials: S(=O)(Cl)Cl (thionyl chloride), N[C@@]1([C@@H]2[C@]([C@@H]2C[C@H]1OCC1=CC(=C(C=C1)Cl)Cl)(C(=O)O)F)C(=O)O ((1R,2R,3R,5R,6R)-2-amino-3-(3,4-dichlorobenzyloxy)-6-fluorobicyclo[3.1.0]hexane-2,6-dicarboxylic acid), CO (methanol). Reaction conditions: temperature 50 celsius, time 4 hour. Product: Cl.COC(=O)[C@]1([C@@H]2C[C@H]([C@]([C@H]12)(C(=O)O)N)OCC1=CC(=C(C=C1)Cl)Cl)F ((1R,2R,3R,5R,6R)-2-amino-3-(3,4-dichlorobenzyloxy)-6-fluorobicyclo[3.1.0]hexane-2,6-dicarboxylic acid 6-methyl ester hydrochloride). As a reaction SMILES: S(Cl)([Cl:3])=O.[NH2:5][C@@:6]1([C:26]([OH:28])=[O:27])[C@H:11]([O:12][CH2:13][C:14]2[CH:19]=[CH:18][C:17]([Cl:20])=[C:16]([Cl:21])[CH:15]=2)[CH2:10][C@@H:9]2[C@H:7]1[C@@:8]2([F:25])[C:22]([OH:24])=[O:23].[CH3:29]O>>[ClH:3].[CH3:29][O:23][C:22]([C@:8]1([F:25])[C@@H:7]2[C@H:9]1[CH2:10][C@@H:11]([O:12][CH2:13][C:14]1[CH:19]=[CH:18][C:17]([Cl:20])=[C:16]([Cl:21])[CH:15]=1)[C@@:6]2([NH2:5])[C:26]([OH:28])=[O:27])=[O:24] |f:3.4|. Reported procedure: 0.65 mL of thionyl chloride was added to 800 mg of (1R,2R,3R,5R,6R)-2-amino-3-(3,4-dichlorobenzyloxy)-6-fluorobicyclo[3.1.0]hexane-2,6-dicarboxylic acid suspended in 8 mL of methanol at ice-cooling, and the mixture was stirred for 4 hours at 50° C. The mixture was further stirred for 3 hours at room temperature, and methanol was distilled under reduced pressure. After 20 mL of hexane was added to the residue, the mixture was stirred for 2 hours, and then the solids were filtered. The solids were... Starting materials: [C@H]12[C@H](NC[C@@H]2C1)CNC(=O)C=1C=CC=C2C1C=CO2 (benzofuran-4-carboxylic acid[(1S,2S,5R)-1-(3-aza-bicyclo[3.1.0]hex-2-yl)methyl]-amide), C(C)C1=CC=C(C=C1)C1=C(N=C(S1)C)C(=O)O (5-(4-ethyl-phenyl)-2-methyl-thiazole-4-carboxylic acid). The product is C(C)C1=CC=C(C=C1)C1=C(N=C(S1)C)C(=O)N1[C@@H]([C@H]2C[C@H]2C1)CNC(=O)C=1C=CC=C2C1C=CO2 (Benzofuran-4-carboxylic acid{(1S,2S,5R)-3-[5-(4-ethyl-phenyl)-2-methyl-thiazole-4-carbonyl]-3-aza-bicyclo[3.1.0]hex-2-ylmethyl}-amide). As a reaction SMILES: [C@H:1]12[CH2:6][C@H:5]1[CH2:4][NH:3][C@@H:2]2[CH2:7][NH:8][C:9]([C:11]1[CH:12]=[CH:13][CH:14]=[C:15]2[O:19][CH:18]=[CH:17][C:16]=12)=[O:10].[CH2:20]([C:22]1[CH:27]=[CH:26][C:25]([C:28]2[S:32][C:31]([CH3:33])=[N:30][C:29]=2[C:34](O)=[O:35])=[CH:24][CH:23]=1)[CH3:21]>>[CH2:20]([C:22]1[CH:23]=[CH:24][C:25]([C:28]2[S:32][C:31]([CH3:33])=[N:30][C:29]=2[C:34]([N:3]2[CH2:4][C@H:5]3[C@H:1]([CH2:6]3)[C@H:2]2[CH2:7][NH:8][C:9]([C:11]2[CH:12]=[CH:13][CH:14]=[C:15]3[O:19][CH:18]=[CH:17][C:16]=23)=[O:10])=[O:35])=[CH:26][CH:27]=1)[CH3:21]. Procedure details: prepared by reaction of benzofuran-4-carboxylic acid[(1S,2S,5R)-1-(3-aza-bicyclo[3.1.0]hex-2-yl)methyl]-amide with 5-(4-ethyl-phenyl)-2-methyl-thiazole-4-carboxylic acid. LC-MS (basic): tR=0.93 min; [M+H]+=486.1.